From a dataset of the Open Reaction Database (ORD), a public repository of structured organic reaction records. describe an organic reaction: reactants, conditions, products, and yield Starting materials: OC1=CC=C(C=C1)C(C)=O (p-hydroxyacetophenone), C(C(O)CC#N)#N (malonitrile), C(C)(=O)[O-].[NH4+] (ammonium acetate), C(C)(=O)O (acetic acid). The solvent is O (water), C(C)OCC (diethyl ether), C1(=CC=CC=C1)C (toluene). Product: C(#N)C(=C(C)C1=CC=C(C=C1)O)C#N (p-(2,2-dicyano-1-methylvinyl)phenol). The yield is 770.2%. Reaction SMILES: [OH:1][C:2]1[CH:7]=[CH:6][C:5]([C:8](=O)[CH3:9])=[CH:4][CH:3]=1.C(#N)[CH:12]([CH2:14][C:15]#[N:16])O.C([O-])(=O)C.[NH4+:22].C(O)(=O)C>C(OCC)C.O.C1(C)C=CC=CC=1>[C:15]([C:14]([C:12]#[N:22])=[C:8]([C:5]1[CH:6]=[CH:7][C:2]([OH:1])=[CH:3][CH:4]=1)[CH3:9])#[N:16] |f:2.3|. Procedure details: A mixture of 92.0 g of p-hydroxyacetophenone, 44.6 g of malonitrile, 5.2 g of ammonium acetate, 8.1 g of acetic acid and 500 ml of toluene was boiled on a water separator for 2 hours while stirring. After cooling, the two-phase mixture was diluted with 700 ml of diethyl ether. The dark red solution was washed four times with 50 ml of saturated sodium chloride solution, dried over sodium sulphate, filtered and evaporated. By fractional crystallization from diisopropyl ether there were obtained 95... Reactants: N1(C=NC=C1)C1=CC=C(C=O)C=C1 (4-(1-imidazolyl)benzaldehyde), [Cl-].[NH4+] (ammonium chloride), [Mg] (magnesium), ClC1=CC=C(C=C1)Br (p-chlorobromobenzene). Reaction SMILES: [Mg].[Cl:2][C:3]1[CH:8]=[CH:7][C:6](Br)=[CH:5][CH:4]=1.[N:10]1([C:15]2[CH:22]=[CH:21][C:18]([CH:19]=[O:20])=[CH:17][CH:16]=2)[CH:14]=[CH:13][N:12]=[CH:11]1.[Cl-].[NH4+]>CCOCC>[Cl:2][C:3]1[CH:8]=[CH:7][C:6]([CH:19]([C:18]2[CH:17]=[CH:16][C:15]([N:10]3[CH:14]=[CH:13][N:12]=[CH:11]3)=[CH:22][CH:21]=2)[OH:20])=[CH:5][CH:4]=1 |f:3.4|. The solvent is CCOCC (ether), CCOCC (ether). The product is Grignard reagent, ClC1=CC=C(C=C1)C(O)C1=CC=C(C=C1)N1C=NC=C1 (α-(4-chlorophenyl)-4-(1-imidazolyl)benzenemethanol). Procedure details: A Grignard reagent which is prepared by reacting 1.9 g of magnesium with 15 g of p-chlorobromobenzene in 40 ml of ether is added to a suspension of 6.2 g of 4-(1-imidazolyl)benzaldehyde in 70 ml of ether at 0° C. After the mixture is stirred at room temperature for an hour, the reaction mixture is poured into an aqueous ammonium chloride solution with caution. The mixture is extracted with chloroform and the chloroform is distilled off. The residue is purified column-chromatographically and recr... Isolated yield 83.9%.